From a dataset of the Open Reaction Database (ORD), a public repository of structured organic reaction records. describe an organic reaction: reactants, conditions, products, and yield Starting materials: BrCC(=O)OC(C)(C)C (tert-butyl bromoacetate), BrCC(=O)OC(C)(C)C (tert-butyl bromoacetate), OC1=CC=C(C2=CC=CC=C12)NS(=O)(=O)C=1SC=CC1 (N-(4-hydroxynaphthalen-1-yl)thiophene-2-sulfonamide), C1CCC2=NCCCN2CC1 (DBU). Run in CN(C)C=O (DMF), C(C)(=O)OCC (ethyl acetate). Conditions: temperature 90 celsius, time 30 minute. Product: S1C(=CC=C1)S(=O)(=O)NC1=CC=C(C2=CC=CC=C12)OCC(=O)OC(C)(C)C (tert-butyl 2-(4-(thiophene-2-sulfonamido)naphthalen-1-yloxy)acetate). The yield is 51.3%. Reaction SMILES: [OH:1][C:2]1[C:11]2[C:6](=[CH:7][CH:8]=[CH:9][CH:10]=2)[C:5]([NH:12][S:13]([C:16]2[S:17][CH:18]=[CH:19][CH:20]=2)(=[O:15])=[O:14])=[CH:4][CH:3]=1.Br[CH2:22][C:23]([O:25][C:26]([CH3:29])([CH3:28])[CH3:27])=[O:24].C1CCN2C(=NCCC2)CC1>CN(C=O)C.C(OCC)(=O)C>[S:17]1[CH:18]=[CH:19][CH:20]=[C:16]1[S:13]([NH:12][C:5]1[C:6]2[C:11](=[CH:10][CH:9]=[CH:8][CH:7]=2)[C:2]([O:1][CH2:22][C:23]([O:25][C:26]([CH3:29])([CH3:28])[CH3:27])=[O:24])=[CH:3][CH:4]=1)(=[O:15])=[O:14]. Reported procedure: 61.1 mg 3 was dissolved in 1 ml DMF, to which was added 60 μl tert-butyl bromoacetate followed by 0.4 ml DBU solution (1M in NMP) and catalytic amount of KI. The mixture was heated with microwave initiator (biotage) to 90° C. and reacted for 20 min. TLC indicated the reaction didn't go complete. Additional 13.5 eq. of tert-butyl bromoacetate was added. The mixture was continued at 90° C. for 30 min. The mixture was diluted with ethyl acetate to 40 ml and washed with 0.5 M NaHSO4, H2O and brine. ...